From a dataset of the Open Reaction Database (ORD), a public repository of structured organic reaction records. describe an organic reaction: reactants, conditions, products, and yield Reactants: CC1CCCN1CCc1ccc2cc(Br)ccc2n1, N#Cc1ccc(B(O)O)cc1, CCOC(C)=O, CC(C)O, [K+], [K+], [K+], O=P([O-])([O-])[O-]. The product is CC1CCCN1CCc1ccc2cc(-c3ccc(C#N)cc3)ccc2n1. As a reaction SMILES: [Br:1][c:2]1[cH:3][c:4]2[cH:5][cH:6][c:7]([CH2:12][CH2:13][N:14]3[CH:15]([CH3:19])[CH2:16][CH2:17][CH2:18]3)[n:8][c:9]2[cH:10][cH:11]1.[C:20](#[N:21])[c:22]1[cH:23][cH:24][c:25]([B:28]([OH:29])[OH:30])[cH:26][cH:27]1.[CH3:43][CH2:44][O:45][C:46](=[O:47])[CH3:48].[CH:39]([OH:40])([CH3:41])[CH3:42].[K+:36].[K+:37].[K+:38].[P:31]([O-:32])([O-:33])([O-:34])=[O:35]>>[c:2]1(-[c:25]2[cH:24][cH:23][c:22]([C:20]#[N:21])[cH:27][cH:26]2)[cH:3][c:4]2[cH:5][cH:6][c:7]([CH2:12][CH2:13][N:14]3[CH:15]([CH3:19])[CH2:16][CH2:17][CH2:18]3)[n:8][c:9]2[cH:10][cH:11]1. Starting materials: OCCBr, Sc1cccc(Br)c1, O=C([O-])[O-], [Cs+], [Cs+], CN(C)C=O. The product is OCCSc1cccc(Br)c1. Reaction SMILES: [Br:15][CH2:16][CH2:17][OH:18].[Br:1][c:2]1[cH:3][c:4]([SH:8])[cH:5][cH:6][cH:7]1.[C:9](=[O:10])([O-:11])[O-:12].[Cs+:13].[Cs+:14].[O:19]=[CH:20][N:21]([CH3:22])[CH3:23]>>[Br:1][c:2]1[cH:3][c:4]([S:8][CH2:16][CH2:17][OH:18])[cH:5][cH:6][cH:7]1. The reactants are BrC1=CC=CC(=N1)/C=C(/C(=O)NC(CCC)C1=CC=C(C=C1)OCCN(CC)CC)\C#N ((E)-3-(6-Bromopyridin-2-yl)-2-cyano-N-(1-(4-(2-(diethylamino)ethoxy)phenyl)butyl)acrylamide), N1C(=NC=C1)C=O (1H-imidazole-2-carbaldehyde), C(#N)CC(=O)NC(CCC)C1=CC=C(C=C1)OCCN(C)C (2-cyano-N-(1-(4-(2-(dimethylamino)ethoxy)phenyl)-butyl)acetamide). Yields the product C(#N)/C(/C(=O)NC(CCC)C1=CC=C(C=C1)OCCN(C)C)=C\C=1NC=CN1 ((E)-2-Cyano-N-(1-(4-(2-(dimethylamino)ethoxy)phenyl)butyl)-3-(1H-imidazol-2-yl)acrylamide). As a reaction SMILES: Br[C:2]1[N:7]=[C:6](/[CH:8]=[C:9](\[C:31]#[N:32])/[C:10]([NH:12][CH:13]([C:17]2[CH:22]=[CH:21][C:20]([O:23][CH2:24][CH2:25][N:26]([CH2:29]C)[CH2:27]C)=[CH:19][CH:18]=2)[CH2:14][CH2:15][CH3:16])=[O:11])C=C[CH:3]=1.[NH:33]1C=CN=C1C=O.C(CC(NC(C1C=CC(OCCN(C)C)=CC=1)CCC)=O)#N>>[C:31](/[C:9](=[CH:8]\[C:6]1[NH:7][CH:2]=[CH:3][N:33]=1)/[C:10]([NH:12][CH:13]([C:17]1[CH:18]=[CH:19][C:20]([O:23][CH2:24][CH2:25][N:26]([CH3:27])[CH3:29])=[CH:21][CH:22]=1)[CH2:14][CH2:15][CH3:16])=[O:11])#[N:32]. Procedure details: The title compound was prepared by using a similar procedure as described for the preparation of 33 except that 1H-imidazole-2-carbaldehyde was used instead of 6-bromopicolinaldehyde, and 2-cyano-N-(1-(4-(2-(dimethylamino)ethoxy)phenyl)butyl)acetamide (30) was used instead of 2-cyano-N-(1-(4-(2-(diethylamino)ethoxy)phenyl)butyl) acetamide (29). This produced the crude product which was purified by flash silica gel column chromatography, eluting with 8:92 methanol/dichloromethane, to give 38 (80 ... Reported procedure: 3-(4-Chlorophenyl)-5-aminoisoxazole (1 gram) and 2,6-dichlorobenzoylchloride (5 grams) were placed in a 100 ml. reaction vessel and heated to near reflux for 11/2 hours. The mixture was then cooled to room temperature and treated with 25 ml. of 2 N NaOH and 25 ml. ethanol. After refluxing for 2 hours, the ethanol was slowly removed at reduced pressure. A solid precipitate was collected by filtration. The remaining solution was treated with activated charcoal, filtered, and cooled to room tempera... Run in C(C)O (ethanol). Product: ClC1=C(C(=O)NC2=CC(=NO2)C2=CC=C(C=C2)Cl)C(=CC=C1)Cl (2,6-DICHLORO-N-(3-(4-CHLOROPHENYL)-5-ISOXAZOLYL)BENZAMIDE). Reactants: ClC1=CC=C(C=C1)C1=NOC(=C1)N (3-(4-Chlorophenyl)-5-aminoisoxazole), ClC1=C(C(=O)Cl)C(=CC=C1)Cl (2,6-dichlorobenzoylchloride), [OH-].[Na+] (NaOH). RXN SMILES: [Cl:1][C:2]1[CH:7]=[CH:6][C:5]([C:8]2[CH:12]=[C:11]([NH2:13])[O:10][N:9]=2)=[CH:4][CH:3]=1.[Cl:14][C:15]1[CH:23]=[CH:22][CH:21]=[C:20]([Cl:24])[C:16]=1[C:17](Cl)=[O:18].[OH-].[Na+]>C(O)C>[Cl:14][C:15]1[CH:23]=[CH:22][CH:21]=[C:20]([Cl:24])[C:16]=1[C:17]([NH:13][C:11]1[O:10][N:9]=[C:8]([C:5]2[CH:4]=[CH:3][C:2]([Cl:1])=[CH:7][CH:6]=2)[CH:12]=1)=[O:18] |f:2.3|. The reactants are [Br-], BrC[P+](c1ccccc1)(c1ccccc1)c1ccccc1, O=C([O-])[O-], C1CCOC1, [Li]CCCC, Cc1cc(C=O)c(C)n1-c1ccccc1, [Na+], [Na+], CC(=O)[O-], CC(=O)[O-], CN(C)C=O, [Pd+2]. As a reaction SMILES: [Br-:1].[Br:2][CH2:3][P+:4]([c:5]1[cH:6][cH:7][cH:8][cH:9][cH:10]1)([c:11]1[cH:12][cH:13][cH:14][cH:15][cH:16]1)[c:17]1[cH:18][cH:19][cH:20][cH:21][cH:22]1.[C:43](=[O:44])([O-:45])[O-:46].[CH2:49]1[O:50][CH2:51][CH2:52][CH2:53]1.[CH3:23][CH2:24][CH2:25][CH2:26][Li:27].[CH3:28][c:29]1[n:30](-[c:37]2[cH:38][cH:39][cH:40][cH:41][cH:42]2)[c:31]([CH3:36])[cH:32][c:33]1[CH:34]=[O:35].[Na+:47].[Na+:48].[O-:60][C:61]([CH3:62])=[O:63].[O-:64][C:65]([CH3:66])=[O:67].[O:54]=[CH:55][N:56]([CH3:57])[CH3:58].[Pd+2:59]>>[CH2:3]=[CH:34][c:33]1[c:29]([CH3:28])[n:30](-[c:37]2[cH:38][cH:39][cH:40][cH:41][cH:42]2)[c:31]([CH3:36])[cH:32]1. The product is C=Cc1cc(C)n(-c2ccccc2)c1C.